This data is from the Open Reaction Database (ORD), a public repository of structured organic reaction records. The task is: describe an organic reaction: reactants, conditions, products, and yield Reactants: OCC1=NC=CC(=C1)NC(C)=O (2-hydroxymethyl-4-acetylaminopyridine). The reagents and catalysts are O=[Mn]=O (MnO2). Solvent: ClCCl (dichloromethane). The product is C(C)(=O)NC1=CC(=NC=C1)C=O (4-acetylaminopyridine-2-aldehyde). Reaction SMILES: [OH:1][CH2:2][C:3]1[CH:8]=[C:7]([NH:9][C:10](=[O:12])[CH3:11])[CH:6]=[CH:5][N:4]=1>ClCCl.O=[Mn]=O>[C:10]([NH:9][C:7]1[CH:6]=[CH:5][N:4]=[C:3]([CH:2]=[O:1])[CH:8]=1)(=[O:12])[CH3:11]. Procedure: 2 g of the thus obtained 2-hydroxymethyl-4-acetylaminopyridine were suspended in 400 ml of dichloromethane, mixed with 6 g of MnO2 and refluxed for 26 hours. The MnO2 was then filtered hot and the dichloromethane solution rotated in to dryness. 1.5 g of 4-acetylaminopyridine-2-aldehyde were obtained. Starting materials: O1CCOC2=C1C=CC(=C2)C(=O)C2=CNC1=CC=CC=C1C2=O (3-(2,3-Dihydro-benzo[1,4]dioxine-6-carbonyl)-1H-quinolin-4-one), [H-].[Na+] (sodium hydride), BrCC1=CC=CC(=N1)C#N (6-Bromomethyl-pyridine-2-carbonitrile). Solvent: CN(C)C=O (DMF). Run at time 60 minute. The product is O1CCOC2=C1C=CC(=C2)C(=O)C2=CN(C1=CC=CC=C1C2=O)CC2=CC=CC(=N2)C#N (6-[3-(2,3-Dihydro-benzo[1,4]dioxine-6-carbonyl)-4-oxo-4H-quinolin-1-ylmethyl]-pyridine-2-carbonitrile). Isolated yield 17.6%. As a reaction SMILES: [O:1]1[C:6]2[CH:7]=[CH:8][C:9]([C:11]([C:13]3[C:22](=[O:23])[C:21]4[C:16](=[CH:17][CH:18]=[CH:19][CH:20]=4)[NH:15][CH:14]=3)=[O:12])=[CH:10][C:5]=2[O:4][CH2:3][CH2:2]1.[H-].[Na+].Br[CH2:27][C:28]1[N:33]=[C:32]([C:34]#[N:35])[CH:31]=[CH:30][CH:29]=1>CN(C=O)C>[O:1]1[C:6]2[CH:7]=[CH:8][C:9]([C:11]([C:13]3[C:22](=[O:23])[C:21]4[C:16](=[CH:17][CH:18]=[CH:19][CH:20]=4)[N:15]([CH2:27][C:28]4[N:33]=[C:32]([C:34]#[N:35])[CH:31]=[CH:30][CH:29]=4)[CH:14]=3)=[O:12])=[CH:10][C:5]=2[O:4][CH2:3][CH2:2]1 |f:1.2|. Procedure details: The mixture of 3-(2,3-Dihydro-benzo[1,4]dioxine-6-carbonyl)-1H-quinolin-4-one (70 mg, 0.228 mmol, 1 eq) in DMF (1 ml) and sodium hydride (11.8 mg, 0.296 mmol, 1.3 eq) was stirred at room temperature for 60 min, followed by the addition of 6-Bromomethyl-pyridine-2-carbonitrile (74.1 mg, 0.296 mmol, 1.3 eq). The mixture was stirred for 60 min, quenched with water, taken up with ethyl acetate, dried over sodium sulfate and purified with flash chromatography to give the desired product (17 mg). LCMS... Solvent: C(Cl)Cl (methylene chloride). Procedure: The 94 g of product obtained in Step 2 are dissolved in 400 ml of methylene chloride. At ambient temperature, within a period of 1 hour, 90.5 ml of thionyl chloride are poured in dropwise. After stirring for 12 hours at ambient temperature, the reaction mixture is evaporated to dryness and then taken up in ether and filtered. The solid is taken up in 500 ml of 10% aqueous sodium carbonate solution and 1 litre of methylene chloride. After separating off, drying and evaporating under reduced press... Product: C(C1=CC=CC=C1)N(CCC#N)CC(Cl)C1=C(C=CC=C1)Br (3-{Benzyl-[2-(2-bromophenyl)-2-chloroethyl]amino}propanenitrile). RXN SMILES: [CH2:1]([N:8]([CH2:13][CH:14]([C:16]1[CH:21]=[CH:20][CH:19]=[CH:18][C:17]=1[Br:22])O)[CH2:9][CH2:10][C:11]#[N:12])[C:2]1[CH:7]=[CH:6][CH:5]=[CH:4][CH:3]=1.S(Cl)([Cl:25])=O>C(Cl)Cl>[CH2:1]([N:8]([CH2:13][CH:14]([C:16]1[CH:21]=[CH:20][CH:19]=[CH:18][C:17]=1[Br:22])[Cl:25])[CH2:9][CH2:10][C:11]#[N:12])[C:2]1[CH:7]=[CH:6][CH:5]=[CH:4][CH:3]=1. Conditions: time 1 hour. Starting materials: C(C1=CC=CC=C1)N(CCC#N)CC(O)C1=C(C=CC=C1)Br (3-{Benzyl-[2-(2-bromophenyl)-2-hydroxyethyl]amino}propanenitrile), S(=O)(Cl)Cl (thionyl chloride). Starting materials: ClCCC1=NC2=C(N1CC1=CC=C(C=C1)C1=C(C=CC=C1)C#N)C(=CC=C2)C(=O)OC (methyl 2-(2-chloroethyl)-1-[(2'-cyanobiphenyl-4-yl)methyl]benzimidazole-7-carboxylate), C(=O)([O-])[O-].[K+].[K+] (K2CO3). The solvent is CO (methanol). The product is C(#N)C1=C(C=CC=C1)C1=CC=C(C=C1)CN1C(=NC2=C1C(=CC=C2)C(=O)OC)CCOC (Methyl 1-[(2'-cyanobiphenyl-4-yl)methyl]-2-(2-methoxyethyl)benzimidazole-7-carboxylate). Isolated yield 58.5%. Reaction SMILES: Cl[CH2:2][CH2:3][C:4]1[N:8]([CH2:9][C:10]2[CH:15]=[CH:14][C:13]([C:16]3[CH:21]=[CH:20][CH:19]=[CH:18][C:17]=3[C:22]#[N:23])=[CH:12][CH:11]=2)[C:7]2[C:24]([C:28]([O:30][CH3:31])=[O:29])=[CH:25][CH:26]=[CH:27][C:6]=2[N:5]=1.[C:32]([O-])([O-])=[O:33].[K+].[K+]>CO>[C:22]([C:17]1[CH:18]=[CH:19][CH:20]=[CH:21][C:16]=1[C:13]1[CH:12]=[CH:11][C:10]([CH2:9][N:8]2[C:7]3[C:24]([C:28]([O:30][CH3:31])=[O:29])=[CH:25][CH:26]=[CH:27][C:6]=3[N:5]=[C:4]2[CH2:3][CH2:2][O:33][CH3:32])=[CH:15][CH:14]=1)#[N:23] |f:1.2.3|. Procedure: A mixture of methyl 2-(2-chloroethyl)-1-[(2'-cyanobiphenyl-4-yl)methyl]benzimidazole-7-carboxylate (1.0 g) and K2CO3 (0.25 g) in methanol (30 ml) was refluxed for 2 hours. The reaction mixture was concentrated to dryness to give a residue. The residue was dissolved to dryness to give a residue. The residue filtered off. The filtrate was concentrated to dryness and a resulting syrup was purified by column chromatography on silica gel to give a pale yellow syrup (0.45 g, 59%).